Dataset: the Open Reaction Database (ORD), a public repository of structured organic reaction records. Task: describe an organic reaction: reactants, conditions, products, and yield The yield is 100.2%. Product: NC=1C=C(C#N)C=CC1O (3-amino-4-hydroxybenzonitrile). As a reaction SMILES: [OH:1][C:2]1[CH:9]=[CH:8][C:5]([C:6]#[N:7])=[CH:4][C:3]=1[N+:10]([O-])=O.[H][H]>CO.[Pd]>[NH2:10][C:3]1[CH:4]=[C:5]([CH:8]=[CH:9][C:2]=1[OH:1])[C:6]#[N:7]. Procedure details: A solution of 4-hydroxy-3-nitrobenzonitrile (10 g, 61 mmol) in MeOH (200 mL) was treated with hydrogen gas through a balloon in the presence of 5% Pd on active carbon (0.5 g) at room temperature for 24 hours. The mixture was filtered, and the filtrate was concentrated to give the product (8.2 g, 100%). The reagents and catalysts are [Pd] (Pd). The solvent is CO (MeOH). Reactants: OC1=C(C=C(C#N)C=C1)[N+](=O)[O-] (4-hydroxy-3-nitrobenzonitrile), [H][H] (hydrogen).